This data is from the Open Reaction Database (ORD), a public repository of structured organic reaction records. The task is: describe an organic reaction: reactants, conditions, products, and yield Starting materials: C(C1=CC=C(C(=O)O)C=C1)(=O)O (terephthalic acid). The reagents and catalysts are [Ti] (titanium). The product is C1(CCC(CC1)CO)CO (1,4-cyclo-hexanedimethanol). Yield: 59.2%. As a reaction SMILES: [C:1](O)(=[O:11])[C:2]1[CH:10]=[CH:9][C:5]([C:6](O)=[O:7])=[CH:4][CH:3]=1>[Ti]>[CH:2]1([CH2:1][OH:11])[CH2:10][CH2:9][CH:5]([CH2:6][OH:7])[CH2:4][CH2:3]1. Reported procedure: A copolyester of terephthalic acid was produced by charging 35.0 grams of terephthalic acid (TPA), 50.0 grams of the PCI-oligomer produced in Example 1, 18.0 grams of 1,4-cyclo-hexanedimethanol, and approximately 50–70 parts per million (ppm) titanium catalyst (as acetyltriisopropyltitanate) based on final polymer weight to a 0.5 liter reaction vessel at room temperature. Total diol-to-diacid feed mole ratio in this case was 1.091:1. The reactor vessel was equipped with a mechanical agitator, a ... The reactants are CN(C)CCN, CO, Oc1ccccn1, COC(=O)Cc1ccc(OCc2ccc(-c3ccccc3)cc2)cc1. Yields the product CN(C)CCNC(=O)Cc1ccc(OCc2ccc(-c3ccccc3)cc2)cc1. As a reaction SMILES: [CH3:26][N:27]([CH2:28][CH2:29][NH2:30])[CH3:31].[CH3:39][OH:40].[OH:32][c:33]1[cH:34][cH:35][cH:36][cH:37][n:38]1.[c:1]1(-[c:20]2[cH:21][cH:22][cH:23][cH:24][cH:25]2)[cH:2][cH:3][c:4]([CH2:7][O:8][c:9]2[cH:10][cH:11][c:12]([CH2:15][C:16](=[O:17])[O:18][CH3:19])[cH:13][cH:14]2)[cH:5][cH:6]1>>[c:1]1(-[c:20]2[cH:21][cH:22][cH:23][cH:24][cH:25]2)[cH:2][cH:3][c:4]([CH2:7][O:8][c:9]2[cH:10][cH:11][c:12]([CH2:15][C:16](=[O:17])[NH:30][CH2:29][CH2:28][N:27]([CH3:26])[CH3:31])[cH:13][cH:14]2)[cH:5][cH:6]1. Starting materials: CC(=O)Oc1ccc(CC(CN2CCCN(C(=O)OCc3ccccc3)CC2)N(C)S(=O)(=O)c2cccc3cnccc23)cc1, O=C([O-])O, CO, [Na+], [Na+], [OH-], O=C(O)CC(O)(CC(=O)O)C(=O)O. The product is CN(C(Cc1ccc(O)cc1)CN1CCCN(C(=O)OCc2ccccc2)CC1)S(=O)(=O)c1cccc2cnccc12. RXN SMILES: [C:1](=[O:2])([CH3:3])[O:4][c:5]1[cH:6][cH:7][c:8]([CH2:9][CH:10]([CH2:11][N:12]2[CH2:13][CH2:14][N:15]([C:19](=[O:20])[O:21][CH2:22][c:23]3[cH:24][cH:25][cH:26][cH:27][cH:28]3)[CH2:16][CH2:17][CH2:18]2)[N:29]([S:30](=[O:31])(=[O:32])[c:33]2[c:34]3[cH:35][cH:36][n:37][cH:38][c:39]3[cH:40][cH:41][cH:42]2)[CH3:43])[cH:44][cH:45]1.[C:61](=[O:62])([OH:63])[O-:64].[CH3:66][OH:67].[Na+:47].[Na+:65].[OH-:46].[OH:48][C:49]([CH2:50][C:51]([C:52](=[O:53])[OH:54])([CH2:55][C:56](=[O:57])[OH:58])[OH:59])=[O:60]>>[OH:4][c:5]1[cH:6][cH:7][c:8]([CH2:9][CH:10]([CH2:11][N:12]2[CH2:13][CH2:14][N:15]([C:19](=[O:20])[O:21][CH2:22][c:23]3[cH:24][cH:25][cH:26][cH:27][cH:28]3)[CH2:16][CH2:17][CH2:18]2)[N:29]([S:30](=[O:31])(=[O:32])[c:33]2[c:34]3[cH:35][cH:36][n:37][cH:38][c:39]3[cH:40][cH:41][cH:42]2)[CH3:43])[cH:44][cH:45]1. The reactants are ClCCCCCCN1C=CC2=CC=CC=C12 (1-(6-Chlorohexyl)-1H-indole), [Na+].[I-] (NaI), CC(C(=O)NC1=CC(=CC=C1)C1CCNCC1)C (2-methyl-N-[3-(4-piperidinyl)phenyl]propanamide), C(=O)([O-])[O-].[K+].[K+] (K2CO3). Solvent: CN(C)C=O (DMF). Conditions: temperature 100 celsius, time 8 hour. The product is N1(C=CC2=CC=CC=C12)CCCCCCN1CCC(CC1)C=1C=C(C=CC1)NC(C(C)C)=O (N-(3-{1-[6-(1H-INDOL-1-YL)HEXYL]-4-PIPERIDINYL}PHENYL)-2-METHYLPROPANAMIDE). The yield is 89.8%. As a reaction SMILES: Cl[CH2:2][CH2:3][CH2:4][CH2:5][CH2:6][CH2:7][N:8]1[C:16]2[C:11](=[CH:12][CH:13]=[CH:14][CH:15]=2)[CH:10]=[CH:9]1.[CH3:17][CH:18]([CH3:34])[C:19]([NH:21][C:22]1[CH:27]=[CH:26][CH:25]=[C:24]([CH:28]2[CH2:33][CH2:32][NH:31][CH2:30][CH2:29]2)[CH:23]=1)=[O:20].C([O-])([O-])=O.[K+].[K+].[Na+].[I-]>CN(C=O)C>[N:8]1([CH2:7][CH2:6][CH2:5][CH2:4][CH2:3][CH2:2][N:31]2[CH2:32][CH2:33][CH:28]([C:24]3[CH:23]=[C:22]([NH:21][C:19](=[O:20])[CH:18]([CH3:17])[CH3:34])[CH:27]=[CH:26][CH:25]=3)[CH2:29][CH2:30]2)[C:16]2[C:11](=[CH:12][CH:13]=[CH:14][CH:15]=2)[CH:10]=[CH:9]1 |f:2.3.4,5.6|. Reported procedure: 1-(6-Chlorohexyl)-1H-indole (23.6 mg, 0.100 mmol), 2-methyl-N-[3-(4-piperidinyl)phenyl]propanamide (24.6 mg, 0.100 mmol), K2CO3 (27.6 mg, 0.200 mmol), NaI (22.5 mg, 0.150 mmol) and DMF (1.00 mL) were combined and stirred overnight at 100° C. The reaction mixture was cooled to room temperature and the crude material was purified by preparative TLC using 5% of NH3 (2.0 M in methanol) in CH2Cl2 to give the desired product as a yellow solid (40 mg, 90%). 1H NMR (400 MHz, CDCl3) δ 8.08–6.52 (m, 11H) ...